The task is: describe an organic reaction: reactants, conditions, products, and yield. This data is from the Open Reaction Database (ORD), a public repository of structured organic reaction records. Product: N1(C=NC2=C1CCCC2)C2=C(C=C(C(=O)O)C=C2)C(F)(F)F (4-(4,5,6,7-tetrahydrobenzimidazol-1-yl)-3-trifluoromethylbenzoic acid). Isolated yield 94.0%. As a reaction SMILES: [N:1]1([C:10]2[CH:17]=[CH:16]C(C#N)=[CH:12][C:11]=2[C:18]([F:21])([F:20])[F:19])[C:5]2[CH2:6][CH2:7][CH2:8][CH2:9][C:4]=2[N:3]=[CH:2]1.[OH-:22].[Na+].[CH2:24]([OH:26])[CH3:25]>>[N:1]1([C:10]2[CH:17]=[CH:16][C:25]([C:24]([OH:22])=[O:26])=[CH:12][C:11]=2[C:18]([F:21])([F:20])[F:19])[C:5]2[CH2:6][CH2:7][CH2:8][CH2:9][C:4]=2[N:3]=[CH:2]1 |f:1.2|. Procedure details: Prepared analogously to Example 1f from 4-(4,5,6,7-tetrahydrobenzimidazol-1-yl)-3-trifluoromethylbenzonitrile and sodium hydroxide solution in ethanol. Yield: 94%; C15H13F3N2O2 (310.28); mass spectrum: (M+H)+=311 and (M−H)−=309 The reactants are N1(C=NC2=C1CCCC2)C2=C(C=C(C#N)C=C2)C(F)(F)F (4-(4,5,6,7-tetrahydrobenzimidazol-1-yl)-3-trifluoromethylbenzonitrile), [OH-].[Na+] (sodium hydroxide), C(C)O (ethanol), C15H13F3N2O2. Reactants: O (H2O), BrC=1C=C(C(=C(C1)C1OCCCO1)OC)OC (2-(5-Bromo-2,3-dimethoxy-phenyl)-[1,3]dioxane), C1(=CC=C(C=C1)C=O)C (p-Tolualdehyde), [Li]C(C)(C)C (t-BuLi). Solvent: C1CCOC1 (THF). Reaction conditions: temperature -78 celsius, time 30 minute. Yields the product O1C(OCCC1)C=1C=C(C=C(C1OC)OC)C(O)C1=CC=C(C=C1)C ((3-[1,3]Dioxan-2-yl-4,5-dimethoxy-phenyl)-p-tolyl-methanol). As a reaction SMILES: Br[C:2]1[CH:3]=[C:4]([O:16][CH3:17])[C:5]([O:14][CH3:15])=[C:6]([CH:8]2[O:13][CH2:12][CH2:11][CH2:10][O:9]2)[CH:7]=1.[Li]C(C)(C)C.[C:23]1([CH3:31])[CH:28]=[CH:27][C:26]([CH:29]=[O:30])=[CH:25][CH:24]=1.O>C1COCC1>[O:9]1[CH2:10][CH2:11][CH2:12][O:13][CH:8]1[C:6]1[CH:7]=[C:2]([CH:29]([C:26]2[CH:27]=[CH:28][C:23]([CH3:31])=[CH:24][CH:25]=2)[OH:30])[CH:3]=[C:4]([O:16][CH3:17])[C:5]=1[O:14][CH3:15]. Reported procedure: To a solution of 2-(5-Bromo-2,3-dimethoxy-phenyl)-[1,3]dioxane (2 g, 6.6 mmol) in 13 mL dry THF cooled to −78° C., t-BuLi (1.5M solution in pentane, 2.5 eq.) was added dropwise via a syringe and the resulting dark red suspension was stirred 30 min. at −78° C. p-Tolualdehyde (1.2 g, 10 mmol, 1.5 eq.) was added dropwise to the mixture and the resulting clear solution was stirred 30 min at −78° C., then 30 min at 0° C. H2O (25 mL) was slowly added and the resulting solution was extracted with EtOAc... The reactants are ClCCC1OC=2C(=NC=3C=CC=CC3C2)C(N(C1)C)=O (2-(2-chloroethyl)-2,3-dihydro-4-methyl-1,4-oxazepino[6,7-b]-quinolin-5(4H)-one), P12(=S)SP3(=S)SP(=S)(S1)SP(=S)(S2)S3 (phosphorus pentasulfide). Run in C1(=CC=CC=C1)C (toluene), C(C)#N (acetonitrile). The product is ClCCC1OC=2C(=NC=3C=CC=CC3C2)C(N(C1)C)=S (2-(2-Chloroethyl)-2,3-dihydro-4-methyl-1,4-oxazepino[6,7-b]quinoline-5(4H)-thione). The yield is 86.9%. RXN SMILES: [Cl:1][CH2:2][CH2:3][CH:4]1[CH2:18][N:17]([CH3:19])[C:16](=O)[C:7]2=[N:8][C:9]3[CH:10]=[CH:11][CH:12]=[CH:13][C:14]=3[CH:15]=[C:6]2[O:5]1.P12(SP3(SP(SP(S3)(S1)=S)(=S)S2)=S)=[S:22]>C(#N)C.C1(C)C=CC=CC=1>[Cl:1][CH2:2][CH2:3][CH:4]1[CH2:18][N:17]([CH3:19])[C:16](=[S:22])[C:7]2=[N:8][C:9]3[CH:10]=[CH:11][CH:12]=[CH:13][C:14]=3[CH:15]=[C:6]2[O:5]1. Procedure: To 3.0 g (0.01 mole) of 2-(2-chloroethyl)-2,3-dihydro-4-methyl-1,4-oxazepino[6,7-b]-quinolin-5(4H)-one in 30 ml of acetonitrile was added 1.3 g (0.006 mole) of phosphorus pentasulfide. The mixture was stirred vigorously at reflux for 2 hr. After cooling, the reaction mixture was diluted with 60 ml of toluene and filtered. The residue on the filter paper was washed with 50 ml of additional toluene/acetonitrile, 3/1, V/V. The filtrate was washed with 3×50 ml saturated sodium carbonate (caution: ga... Starting materials: [B]1[B][B]C([B]1)[B]B(C2[B][B][B][B]2)C(=O)OCC(C3=C(C4=CC5=C(C(=C(N5)C=C6C(=C(C(=N6)C=C7C(=C(C(=N7)C=C3N4)C)CCC(=O)O)CCC(=O)O)C)C)C(COC(=O)B([B]C8[B][B][B][B]8)C9[B][B][B][B]9)OC(=O)B([B]C1[B][B][B][B]1)C1[B][B][B][B]1)C)OC(=O)B([B]C1[B][B][B][B]1)C1[B][B][B][B]1 (boronated porphyrin), COC(CC1=CNC=C1CC(=O)OC)=O (Pyrrole-3,4-diacetic acid dimethyl ester). Solvent: C(Cl)Cl (CH2Cl2). Reaction conditions: temperature 25 celsius, time 1.5 hour. Yields the product C1C2=CC=C(N2)CC3=CC=C(N3)CC4=CC=C(N4)CC5=CC=C1N5 (porphyrinogen). As a reaction SMILES: [B]1[B]C([B]B(C(OCC(OC(B(C2[B][B][B][B]2)[B]C2[B][B][B][B]2)=O)[C:18]2[C:40]3[NH:41][C:20](=[CH:21][C:22]4[NH:26][C:25]([CH:27]=[C:28]5[N:32]=[C:31]([CH:33]=[C:34]6[N:38]=[C:37]([CH:39]=3)[C:36](C)=[C:35]6CCC(O)=O)[C:30](CCC(O)=O)=[C:29]5C)=[C:24](C)[C:23]=4C(OC(B(C3[B][B][B][B]3)[B]C3[B][B][B][B]3)=O)COC(B(C3[B][B][B][B]3)[B]C3[B][B][B][B]3)=O)[C:19]=2C)=O)C2[B][B][B][B]2)[B][B]1.COC(=O)CC1C(CC(OC)=O)=CNC=1>C(Cl)Cl>[CH2:21]1[C:22]2[NH:26][C:25](=[CH:24][CH:23]=2)[CH2:27][C:28]2[NH:32][C:31](=[CH:30][CH:29]=2)[CH2:33][C:34]2[NH:38][C:37](=[CH:36][CH:35]=2)[CH2:39][C:40]2[NH:41][C:20]1=[CH:19][CH:18]=2 |^1:0,1,3,13,14,15,16,17,19,20,21,22,65,66,67,68,69,71,72,73,74,81,82,83,84,85,87,88,89,90,96,97,98,99,100,101|. Procedure details: A boronated porphyrin of the present invention, NiTCP, was synthesized using Lindsey's cyclization method as shown in Reaction Scheme 1. Pyrrole-3,4-diacetic acid dimethyl ester (prepared according to Chiusoli et al., 1989) in the amount of 79 mg and 3-o-carboranylmethyloxybenzaldehyde (prepared according to Miura et al., 1990) in the amount of 91 mg were dissolved in 20 ml of CH2Cl2 and then deoxygenated with nitrogen (N2) for 20 minutes. 15 μl of BF3.Et2O was added and then allowed to stir at ... Reactants: CCCOCC(=O)C=P(c1ccccc1)(c1ccccc1)c1ccccc1, O=CC1CCC2(OCCO2)C1CCCCCCCO, C1CCOC1. Yields the product CCCOCC(=O)C=CC1CCC2(OCCO2)C1CCCCCCCO. RXN SMILES: [CH2:20]([CH2:21][CH3:22])[O:23][CH2:24][C:25](=[O:26])[CH:27]=[P:28]([c:29]1[cH:30][cH:31][cH:32][cH:33][cH:34]1)([c:35]1[cH:36][cH:37][cH:38][cH:39][cH:40]1)[c:41]1[cH:42][cH:43][cH:44][cH:45][cH:46]1.[CH:1](=[O:2])[CH:3]1[CH:4]([CH2:12][CH2:13][CH2:14][CH2:15][CH2:16][CH2:17][CH2:18][OH:19])[C:5]2([O:6][CH2:7][CH2:8][O:9]2)[CH2:10][CH2:11]1.[O:47]1[CH2:48][CH2:49][CH2:50][CH2:51]1>>[CH:1]([CH:3]1[CH:4]([CH2:12][CH2:13][CH2:14][CH2:15][CH2:16][CH2:17][CH2:18][OH:19])[C:5]2([O:6][CH2:7][CH2:8][O:9]2)[CH2:10][CH2:11]1)=[CH:27][C:25]([CH2:24][O:23][CH2:20][CH2:21][CH3:22])=[O:26]. The reactants are BrC=1SC=CN1 (2-bromothiazole), ClC1=CC=C(C=C1)B(O)O ((4-chlorophenyl)boronic acid). The product is ClC1=CC=C(C=C1)C=1SC=CN1 (2-(4-Chlorophenyl)thiazole). Reaction SMILES: Br[C:2]1[S:3][CH:4]=[CH:5][N:6]=1.[Cl:7][C:8]1[CH:13]=[CH:12][C:11](B(O)O)=[CH:10][CH:9]=1>>[Cl:7][C:8]1[CH:13]=[CH:12][C:11]([C:2]2[S:3][CH:4]=[CH:5][N:6]=2)=[CH:10][CH:9]=1. Reported procedure: Using 2-bromothiazole (0.5 g, 3.05 mmol) and (4-chlorophenyl)boronic acid (0.57 g, 3.65 mmol) and following the procedure described in Example 7, Step 1, the title compound was obtained after purification by column chromatography (15% ethyl acetate in hexane) as colorless viscous liquid (0.5 g, 80% yield). 1H NMR (400 MHz, DMSO-d6): δ 7.95 (d, 2H), 7.92 (d, 1H), 7.80 (d, 1H), 7.55 (d, 2H); LC-MS m/z calculated for [M+H]+195.99. found 195.9.